From a dataset of the Open Reaction Database (ORD), a public repository of structured organic reaction records. describe an organic reaction: reactants, conditions, products, and yield The reactants are C1CCOC1, CCO, Cl, CCOC(=O)CCn1c(-c2ccccc2)cc2cc([N+](=O)[O-])ccc21, O. The product is O=[N+]([O-])c1ccc2c(c1)cc(-c1ccccc1)n2CCCO. RXN SMILES: [CH2:26]1[O:27][CH2:28][CH2:29][CH2:30]1.[CH3:33][CH2:34][OH:35].[ClH:32].[N+:1](=[O:2])([O-:3])[c:4]1[cH:5][c:6]2[cH:7][c:8](-[c:20]3[cH:21][cH:22][cH:23][cH:24][cH:25]3)[n:9]([CH2:13][CH2:14][C:15](=[O:16])[O:17][CH2:18][CH3:19])[c:10]2[cH:11][cH:12]1.[OH2:31]>>[N+:1](=[O:2])([O-:3])[c:4]1[cH:5][c:6]2[cH:7][c:8](-[c:20]3[cH:21][cH:22][cH:23][cH:24][cH:25]3)[n:9]([CH2:13][CH2:14][CH2:15][OH:16])[c:10]2[cH:11][cH:12]1.